Dataset: the Open Reaction Database (ORD), a public repository of structured organic reaction records. Task: describe an organic reaction: reactants, conditions, products, and yield Reactants: ClC1=C2C=C(NC2=CC=C1C#N)CCC (4-chloro-2-propyl-1H-indole-5-carbonitrile), ClCC1=NOC(=N1)C=1C(=NOC1C)C (3-(chloromethyl)-5-(3,5-dimethyl-4-isoxazolyl)-1,2,4-oxadiazole). The product is ClC1=C2C=C(N(C2=CC=C1C#N)CC1=NOC(=N1)C=1C(=NOC1C)C)CCC (4-Chloro-1-{[5-(3,5-dimethyl-4-isoxazolyl)-1,2,4-oxadiazol-3-yl]methyl}-2-propyl-1H-indole-5-carbonitrile). As a reaction SMILES: [Cl:1][C:2]1[C:10]([C:11]#[N:12])=[CH:9][CH:8]=[C:7]2[C:3]=1[CH:4]=[C:5]([CH2:13][CH2:14][CH3:15])[NH:6]2.Cl[CH2:17][C:18]1[N:22]=[C:21]([C:23]2[C:24]([CH3:29])=[N:25][O:26][C:27]=2[CH3:28])[O:20][N:19]=1>>[Cl:1][C:2]1[C:10]([C:11]#[N:12])=[CH:9][CH:8]=[C:7]2[C:3]=1[CH:4]=[C:5]([CH2:13][CH2:14][CH3:15])[N:6]2[CH2:17][C:18]1[N:22]=[C:21]([C:23]2[C:24]([CH3:29])=[N:25][O:26][C:27]=2[CH3:28])[O:20][N:19]=1. Procedure: Synthesized as described in Example 4 from 4-chloro-2-propyl-1H-indole-5-carbonitrile and 3-(chloromethyl)-5-(3,5-dimethyl-4-isoxazolyl)-1,2,4-oxadiazole 1H NMR (400 MHz, DMSO-d6) δ 7.94 (s, 1 H), 7.75 (d, J=8.5 Hz, 1 H), 7.57 (d, J=8.5 Hz, 1 H), 5.80 (s, 2 H), 2.91 (t, J=4.9 Hz, 2 H), 2.66 (s, 3 H), 2.38 (s, 3 H), 1.71-1.58 (m, 2 H), 0.92 (t, J=7.3 Hz, 3 H); MS (ES) m/z 396 (M+1). The reactants are BrC1=CC=CC(=N1)C1=NC(=CC(=C1)C1=CC=C(C=C1)OC)C1=NC=CC=C1 (6-bromo-4'-(4-methoxyphenyl)-2,2':6',2"-terpyridine), cuprous cyanide, [C-]#N.[Na+] (sodium cyanide). Solvent: CN(C=O)C (dimethylformamide). Product: C(#N)C1=CC=CC(=N1)C1=NC(=CC(=C1)C1=CC=C(C=C1)OC)C1=NC=CC=C1 (6-Cyano-4'-(4-methoxyphenyl)-2,2':6',2"-terpyridine). Reaction SMILES: Br[C:2]1[N:7]=[C:6]([C:8]2[CH:13]=[C:12]([C:14]3[CH:19]=[CH:18][C:17]([O:20][CH3:21])=[CH:16][CH:15]=3)[CH:11]=[C:10]([C:22]3[CH:27]=[CH:26][CH:25]=[CH:24][N:23]=3)[N:9]=2)[CH:5]=[CH:4][CH:3]=1.[C-:28]#[N:29].[Na+]>CN(C)C=O>[C:28]([C:2]1[N:7]=[C:6]([C:8]2[CH:13]=[C:12]([C:14]3[CH:19]=[CH:18][C:17]([O:20][CH3:21])=[CH:16][CH:15]=3)[CH:11]=[C:10]([C:22]3[CH:27]=[CH:26][CH:25]=[CH:24][N:23]=3)[N:9]=2)[CH:5]=[CH:4][CH:3]=1)#[N:29] |f:1.2|. Procedure: 6-Cyano-4'-(4-methoxyphenyl)-2,2':6',2"-terpyridine is prepared by the method of example 27 from 6-bromo-4'-(4-methoxyphenyl)-2,2':6',2"-terpyridine (0.0745 mol), cuprous cyanide (0.296 mol), sodium cyanide (0.297 mol), and dimethylformamide (300 ml). Starting materials: NCC(O)C=1C=C(NS(=O)(=O)C)C=C(C1)F ((±)-3'-(2-amino-1-hydroxyethyl)-5'-fluoromethanesulfonanilide), Cl (hydrochloric acid). Yields the product Cl.NCC(O)C=1C=C(NS(=O)(=O)C)C=C(C1)F ((±)-3'-(2-amino-1-hydroxyethyl)-5'-fluoromethanesulfonanilide hydrochloride). As a reaction SMILES: [NH2:1][CH2:2][CH:3]([C:5]1[CH:6]=[C:7]([CH:13]=[C:14]([F:16])[CH:15]=1)[NH:8][S:9]([CH3:12])(=[O:11])=[O:10])[OH:4].[ClH:17]>>[ClH:17].[NH2:1][CH2:2][CH:3]([C:5]1[CH:6]=[C:7]([CH:13]=[C:14]([F:16])[CH:15]=1)[NH:8][S:9]([CH3:12])(=[O:10])=[O:11])[OH:4] |f:2.3|. Procedure details: The compound (0.70 g) obtained in Example 10 was treated with 20% ethanolic hydrochloric acid to give 0.72 g of (±)-3'-(2-amino-1-hydroxyethyl)-5'-fluoromethanesulfonanilide hydrochloride. M.p. 183°-186° C. The reactants are CCOC(C)=O, CC(C)(C)OC(=O)c1ccc(C#Cc2cnc[nH]c2=O)cc1. The product is CC(C)(C)OC(=O)c1ccc(CCc2cnc[nH]c2=O)cc1. RXN SMILES: [CH3:23][CH2:24][O:25][C:26]([CH3:27])=[O:28].[n:1]1[cH:2][nH:3][c:4](=[O:22])[c:5]([C:7]#[C:8][c:9]2[cH:10][cH:11][c:12]([C:13](=[O:14])[O:15][C:16]([CH3:17])([CH3:18])[CH3:19])[cH:20][cH:21]2)[cH:6]1>>[n:1]1[cH:2][nH:3][c:4](=[O:22])[c:5]([CH2:7][CH2:8][c:9]2[cH:10][cH:11][c:12]([C:13](=[O:14])[O:15][C:16]([CH3:17])([CH3:18])[CH3:19])[cH:20][cH:21]2)[cH:6]1.